Dataset: the Open Reaction Database (ORD), a public repository of structured organic reaction records. Task: describe an organic reaction: reactants, conditions, products, and yield Starting materials: CCCC[N+](CCCC)(CCCC)CCCC, C[Si](C)(C)CCOC(=O)c1nn(Cc2ccc([N+](=O)[O-])cc2)c2ccccc12, [F-], C1CCOC1, O. Yields the product O=C(O)c1nn(Cc2ccc([N+](=O)[O-])cc2)c2ccccc12. RXN SMILES: [CH2:31]([N+:32]([CH2:33][CH2:34][CH2:35][CH3:36])([CH2:37][CH2:38][CH2:39][CH3:40])[CH2:41][CH2:42][CH2:43][CH3:44])[CH2:45][CH2:46][CH3:47].[CH3:1][Si:2]([CH3:3])([CH3:4])[CH2:27][CH2:28][O:5][C:6](=[O:7])[c:8]1[n:9][n:10]([CH2:17][c:18]2[cH:19][cH:20][c:21]([N+:24](=[O:25])[O-:26])[cH:22][cH:23]2)[c:11]2[cH:12][cH:13][cH:14][cH:15][c:16]12.[F-:30].[O:48]1[CH2:49][CH2:50][CH2:51][CH2:52]1.[OH2:29]>>[O:5]=[C:6]([OH:7])[c:8]1[n:9][n:10]([CH2:17][c:18]2[cH:19][cH:20][c:21]([N+:24](=[O:25])[O-:26])[cH:22][cH:23]2)[c:11]2[cH:12][cH:13][cH:14][cH:15][c:16]12.